From a dataset of the Open Reaction Database (ORD), a public repository of structured organic reaction records. describe an organic reaction: reactants, conditions, products, and yield Starting materials: BrCC=1N=NN(N1)C1=CC(=CC=C1)Cl (5-bromomethyl-2-(3-chloro-phenyl)-2H-tetrazole), ClC=1C=C(C=CC1)N1N=C(N=N1)C(C)O (2-(3-chloro-phenyl)-2H-tetrazol-5-yl-ethanol). Yields the product BrC(C)C=1N=NN(N1)C1=CC(=CC=C1)Cl (5-(1-Bromo-ethyl)-2-(3-chloro-phenyl)-2H-tetrazole). RXN SMILES: [Br:1][CH2:2][C:3]1[N:4]=[N:5][N:6]([C:8]2[CH:13]=[CH:12][CH:11]=[C:10]([Cl:14])[CH:9]=2)[N:7]=1.Cl[C:16]1C=C(N2N=NC(C(O)C)=N2)C=CC=1>>[Br:1][CH:2]([C:3]1[N:4]=[N:5][N:6]([C:8]2[CH:13]=[CH:12][CH:11]=[C:10]([Cl:14])[CH:9]=2)[N:7]=1)[CH3:16]. Procedure details: The title compound is prepared according to the procedure for 5-bromomethyl-2-(3-chloro-phenyl)-2H-tetrazole (example 7a) using 1-[2-(3-chloro-phenyl)-2H-tetrazol-5-yl-ethanol as starting material. Starting materials: Cl (HCl), C(C)(C)(C)OC(=O)N1[C@@H]2C[C@@H]2C[C@H]1C=1NC(=CN1)C=1C=C2C=CC(=CC2=CC1)C1=CC=C(C=C1)C1=CN=C(N1)[C@H]1N([C@@H]2C[C@@H]2C1)C(=O)OCC1=CC=CC=C1 ((1R,3S,5R)-benzyl 3-(5-(4-(6-(2-((1R,3S,5R)-2-(tert-butoxycarbonyl)-2-azabicyclo[3.1.0]hexan-3-yl)-1H-imidazol-5-yl)naphthalen-2-yl)phenyl)-1H-imidazol-2-yl)-2-azabicyclo[3.1.0]hexane-2-carboxylate). Run in O1CCOCC1 (dioxane), O1CCOCC1 (dioxane). Conditions: time 3 hour. Yields the product Cl (HCl), [C@@H]12N[C@@H](C[C@H]2C1)C=1NC(=CN1)C=1C=C2C=CC(=CC2=CC1)C1=CC=C(C=C1)C1=CN=C(N1)[C@H]1N([C@@H]2C[C@@H]2C1)C(=O)OCC1=CC=CC=C1 ((1R,3S,5R)-benzyl 3-(5-(4-(6-(2-((1R,3S,5R)-2-azabicyclo[3.1.0]hex an-3-yl)-1H-imidazol-5-yl)naphthalen-2-yl)phenyl)-1H-imidazol-2-yl)-2-azabicyclo[3.1.0]hexane-2-carboxylate). Yield: 118.4%. RXN SMILES: [ClH:1].C(OC([N:9]1[C@H:14]([C:15]2[NH:16][C:17]([C:20]3[CH:21]=[C:22]4[C:27](=[CH:28][CH:29]=3)[CH:26]=[C:25]([C:30]3[CH:35]=[CH:34][C:33]([C:36]5[NH:40][C:39]([C@@H:41]6[CH2:46][C@@H:45]7[C@@H:43]([CH2:44]7)[N:42]6[C:47]([O:49][CH2:50][C:51]6[CH:56]=[CH:55][CH:54]=[CH:53][CH:52]=6)=[O:48])=[N:38][CH:37]=5)=[CH:32][CH:31]=3)[CH:24]=[CH:23]4)=[CH:18][N:19]=2)[CH2:13][C@@H:12]2[C@H:10]1[CH2:11]2)=O)(C)(C)C>O1CCOCC1>[ClH:1].[C@@H:10]12[CH2:11][C@@H:12]1[CH2:13][C@@H:14]([C:15]1[NH:16][C:17]([C:20]3[CH:21]=[C:22]4[C:27](=[CH:28][CH:29]=3)[CH:26]=[C:25]([C:30]3[CH:31]=[CH:32][C:33]([C:36]5[NH:40][C:39]([C@@H:41]6[CH2:46][C@@H:45]7[C@@H:43]([CH2:44]7)[N:42]6[C:47]([O:49][CH2:50][C:51]6[CH:52]=[CH:53][CH:54]=[CH:55][CH:56]=6)=[O:48])=[N:38][CH:37]=5)=[CH:34][CH:35]=3)[CH:24]=[CH:23]4)=[CH:18][N:19]=1)[NH:9]2. Procedure details: A solution of 4.0 M HCl (1.167 mL, 4.67 mmol) in dioxane was added to a stirred solution of (1R,3S,5R)-benzyl 3-(5-(4-(6-(2-((1R,3S,5R)-2-(tert-butoxycarbonyl)-2-azabicyclo[3.1.0]hexan-3-yl)-1H-imidazol-5-yl)naphthalen-2-yl)phenyl)-1H-imidazol-2-yl)-2-azabicyclo[3.1.0]hexane-2-carboxylate (228 mg, 0.311 mmol) in dioxane (3 mL) and the reaction was stirred vigorously at rt for 3 h. The reaction was concentrated to yield an HCl salt of (1R,3S,5R)-benzyl 3-(5-(4-(6-(2-((1R,3S,5R)-2-azabicyclo[3.1.0... Reactants: CC1=CC=CC=2SC=C(C21)CN2C(NC1=C2C=CC=C1)=O (1-(4-Methyl-benzo[b]thiophen-3-ylmethyl)-1,3-dihydro-benzimidazol-2-one), C(C=C)#N (acrylonitrile), [OH-].C(C1=CC=CC=C1)[N+](C)(C)C (benzyltrimethyl ammonium hydroxide), CO (MeOH), [NH4+].[Cl-] (NH4Cl). The solvent is CN(C)C=O (DMF), O (water). Reaction conditions: time 2 hour. Product: CC1=CC=CC=2SC=C(C21)CN2C(N(C1=C2C=CC=C1)CCC#N)=O (3-[3-(4-Methyl-benzo[b]thiophen-3-ylmethyl)-2-oxo-2,3-dihydro-benzimidazol-1-yl]-propionitrile). The yield is 98.2%. Reaction SMILES: [CH3:1][C:2]1[C:10]2[C:9]([CH2:11][N:12]3[C:16]4[CH:17]=[CH:18][CH:19]=[CH:20][C:15]=4[NH:14][C:13]3=[O:21])=[CH:8][S:7][C:6]=2[CH:5]=[CH:4][CH:3]=1.[C:22](#[N:25])[CH:23]=[CH2:24].[OH-].C([N+](C)(C)C)C1C=CC=CC=1.CO.[NH4+].[Cl-]>CN(C=O)C.O>[CH3:1][C:2]1[C:10]2[C:9]([CH2:11][N:12]3[C:16]4[CH:17]=[CH:18][CH:19]=[CH:20][C:15]=4[N:14]([CH2:24][CH2:23][C:22]#[N:25])[C:13]3=[O:21])=[CH:8][S:7][C:6]=2[CH:5]=[CH:4][CH:3]=1 |f:2.3,5.6|. Reported procedure: To a solution of 1-(4-Methyl-benzo[b]thiophen-3-ylmethyl)-1,3-dihydro-benzimidazol-2-one (50 mg, 0.17 mmol) in dry DMF (1.0 mL) are added acrylonitrile (0.012 mL, 0.19 mmol) and 40% benzyltrimethyl ammonium hydroxide in MeOH (0.008 mL, 0.017 mmol). The resulting mixture is stirred at room temperature for 2 hr and then Sat. NH4Cl (2 mL) is added along with water (30 mL). Then the mixture is extracted with EtOAc (3×30 mL). The organic layers are combined, dried over MgSO4 and concentrated to give ... RXN SMILES: [OH:1][C:2]1[CH:3]=[C:4]2[C:9](=[CH:10][CH:11]=1)[C:8](=[O:12])[CH2:7][CH2:6][CH2:5]2.[CH:13](=O)[C:14]1[CH:19]=[CH:18][CH:17]=[CH:16][CH:15]=1.Cl.CO>O>[C:14]1([CH:13]=[C:7]2[CH2:6][CH2:5][C:4]3[C:9](=[CH:10][CH:11]=[C:2]([OH:1])[CH:3]=3)[C:8]2=[O:12])[CH:19]=[CH:18][CH:17]=[CH:16][CH:15]=1. Reported procedure: After 6-hydroxy-1-tetralone 1.0 g and benzaldehyde 0.42 ml were added to a mixture of concentrated hydrochloric acid 50 ml and methanol 75 ml, the mixture was refluxed for two hours and cooled to room temperature, and water 400 ml was added. The precipitated crystals were filtered. The crystals were dried over phosphorous pentoxide for six hours under reduced pressure to obtain the desired compound 0.756 g. The reactants are OC=1C=C2CCCC(C2=CC1)=O (6-hydroxy-1-tetralone), C(C1=CC=CC=C1)=O (benzaldehyde), Cl (hydrochloric acid), CO (methanol). Yields the product C1(=CC=CC=C1)C=C1C(C2=CC=C(C=C2CC1)O)=O (2-(phenylmethylene)-6-hydroxy-1-tetralone). Run in O (water). Isolated yield 99.7%. RXN SMILES: [CH3:1][O:2][C:3]1[CH:4]=[C:5]([CH:11]([OH:15])[CH2:12][C:13]#[N:14])[CH:6]=[CH:7][C:8]=1[O:9][CH3:10].[H-].[Al+3].[Li+].[H-].[H-].[H-].O>O1CCCC1>[NH2:14][CH2:13][CH2:12][CH:11]([C:5]1[CH:6]=[CH:7][C:8]([O:9][CH3:10])=[C:3]([O:2][CH3:1])[CH:4]=1)[OH:15] |f:1.2.3.4.5.6|. Solvent: O1CCCC1 (tetrahydrofuran), O1CCCC1 (tetrahydrofuran). Conditions: time 1 hour. Reported procedure: A solution of 3-(3,4-dimethoxyphenyl)-3-hydroxypropiononitrile (1.25 g, 6.02 mM) in dried tetrahydrofuran (25 ml) was dropped into a solution of lithium aluminum hydride (0.55 g, 14.48 mM) in dried tetrahydrofuran (40 ml) at 0° C. This was gradually warmed to room temperature and stirred for 1 hour. Next, the reaction solution was again cooled to 0° C., water was carefully added to it, then the mixture was stirred at room temperature for 30 minutes. Next, the solution was filtered through Celite... Product: NCCC(O)C1=CC(=C(C=C1)OC)OC (3-amino-1-(3,4-dimethoxyphenyl)-1-propanol). The reactants are O (water), COC=1C=C(C=CC1OC)C(CC#N)O (3-(3,4-dimethoxyphenyl)-3-hydroxypropiononitrile), [H-].[Al+3].[Li+].[H-].[H-].[H-] (lithium aluminum hydride). Starting materials: COC(NC=1SC2=C(N1)C(=CC=C2N)OC)=O ((7-amino-4-methoxy-benzothiazol-2-yl)-carbamic acid methyl ester), C([O-])([O-])=O.[K+].[K+] (potassium carbonate), Br.BrCC1=NC=CC=C1 (2-(bromomethyl)pyridine hydrobromide). Run at temperature 70 celsius. The product is COC(NC=1SC2=C(N1)C(=CC=C2NCC2=NC=CC=C2)OC)=O ({4-methoxy-7-[(pyridin-2-ylmethyl)-amino]-benzothiazol-2-yl}-carbamic acid methyl ester). Isolated yield 36.3%. As a reaction SMILES: [CH3:1][O:2][C:3](=[O:17])[NH:4][C:5]1[S:6][C:7]2[C:13]([NH2:14])=[CH:12][CH:11]=[C:10]([O:15][CH3:16])[C:8]=2[N:9]=1.C(=O)([O-])[O-].[K+].[K+].Br.Br[CH2:26][C:27]1[CH:32]=[CH:31][CH:30]=[CH:29][N:28]=1>>[CH3:1][O:2][C:3](=[O:17])[NH:4][C:5]1[S:6][C:7]2[C:13]([NH:14][CH2:26][C:27]3[CH:32]=[CH:31][CH:30]=[CH:29][N:28]=3)=[CH:12][CH:11]=[C:10]([O:15][CH3:16])[C:8]=2[N:9]=1 |f:1.2.3,4.5|. Procedure details: To a stirred solution of 40 mg (0.16 mmol) (7-amino-4-methoxy-benzothiazol-2-yl)-carbamic acid methyl ester in 2 ml DM F at room temperature were added 66 mg (0.47 mmol) potassium carbonate and 40 mg (0.16 mmol) 2-(bromomethyl)pyridine hydrobromide and the mixture heated at 70° C. for 16 h. The mixture was then concentrated in vacuo. Flash chromatography (2/1 ethyl acetate/hexane) afforded 20 mg (37%) {4-methoxy-7-[(pyridin-2-ylmethyl)-amino]-benzothiazol-2-yl}-carbamic acid methyl ester as a ye... Starting materials: NC=1OC(C(N1)=O)C(C)C (2-amino-5-isopropyl-1,3-oxazol-4(5H)-one), ClC1=C(CN)C=CC=C1 (2-Chlorobenzylamine). Yields the product ClC1=C(CNC=2OC(C(N2)=O)C(C)C)C=CC=C1 (2-[(2-chlorobenzyl)amino]-5-isopropyl-1,3-oxazol-4(5H)-one). RXN SMILES: [NH2:1][C:2]1[O:3][CH:4]([CH:8]([CH3:10])[CH3:9])[C:5](=[O:7])[N:6]=1.[Cl:11][C:12]1[CH:19]=[CH:18][CH:17]=[CH:16][C:13]=1[CH2:14]N>>[Cl:11][C:12]1[CH:19]=[CH:18][CH:17]=[CH:16][C:13]=1[CH2:14][NH:1][C:2]1[O:3][CH:4]([CH:8]([CH3:10])[CH3:9])[C:5](=[O:7])[N:6]=1. Procedure details: Synthesis was performed from 2-amino-5-isopropyl-1,3-oxazol-4(5H)-one and 2-Chlorobenzylamine according to Method G+H. Starting materials: ClC=1C=C(C(=C(C1)OC)OC)OC (5-Chloro-1,2,3-trimethoxybenzene), B(Cl)(Cl)Cl (BCl3). Solvent: C(Cl)Cl (DCM). The product is ClC1=CC(=C(C(=C1)OC)O)OC (4-Chloro-2,6-dimethoxyphenol). The yield is 98.0%. RXN SMILES: [Cl:1][C:2]1[CH:3]=[C:4]([O:12][CH3:13])[C:5]([O:10]C)=[C:6]([O:8][CH3:9])[CH:7]=1.B(Cl)(Cl)Cl>C(Cl)Cl>[Cl:1][C:2]1[CH:7]=[C:6]([O:8][CH3:9])[C:5]([OH:10])=[C:4]([O:12][CH3:13])[CH:3]=1. Procedure details: To a stirred solution 37a) (4.67 g, 23.1 mmol) in dry DCM (40 mL) at 0° C. under nitrogen was added BCl3 (1M in DCM, 24 mL, 24.0 mmol) drop-wise. The solution was allowed to warm to room temperature over 3.5 h. The reaction was quenched with the addition of H2O (40 mL) and the product extracted with EtOAc (3×30 mL). The organics were pooled, dried over Na2SO4, filtered and concentrated in vacuo. The crude product was purified by flash chromatography (silica gel, EtOAc/Petroleum Spirit, 2:8) to g... Starting materials: CCCCCCCNCC1(c2ccc(CC(OCC)C(=O)OC)cc2)CC1, Cc1ccccc1, CCN(C(C)C)C(C)C, Cl, O=C=Nc1ccc(F)cc1F. Reaction SMILES: [CH3:1][O:2][C:3]([CH:4]([CH2:5][c:6]1[cH:7][cH:8][c:9]([C:12]2([CH2:15][NH:16][CH2:17][CH2:18][CH2:19][CH2:20][CH2:21][CH2:22][CH3:23])[CH2:13][CH2:14]2)[cH:10][cH:11]1)[O:24][CH2:25][CH3:26])=[O:27].[CH3:49][c:50]1[cH:51][cH:52][cH:53][cH:54][cH:55]1.[CH:39]([N:40]([CH2:41][CH3:42])[CH:43]([CH3:44])[CH3:45])([CH3:46])[CH3:47].[ClH:48].[F:28][c:29]1[c:30]([N:36]=[C:37]=[O:38])[cH:31][cH:32][c:33]([F:35])[cH:34]1>>[CH3:1][O:2][C:3]([CH:4]([CH2:5][c:6]1[cH:7][cH:8][c:9]([C:12]2([CH2:15][N:16]([CH2:17][CH2:18][CH2:19][CH2:20][CH2:21][CH2:22][CH3:23])[C:37]([NH:36][c:30]3[c:29]([F:28])[cH:34][c:33]([F:35])[cH:32][cH:31]3)=[O:38])[CH2:13][CH2:14]2)[cH:10][cH:11]1)[O:24][CH2:25][CH3:26])=[O:27]. Yields the product CCCCCCCN(CC1(c2ccc(CC(OCC)C(=O)OC)cc2)CC1)C(=O)Nc1ccc(F)cc1F. Reactants: CC1OC(CC1=O)C (2,5-dimethyldihydrofuran-3(2H)-one), CC(=O)[O-].[Na+] (NaOAc), NO.Cl (NH2OH.HCl). Solvent: CCO (EtOH). Reaction conditions: time 3 hour. Product: CC1OC(CC1=NO)C (2,5-dimethyldihydrofuran-3(2H)-one oxime). Reaction SMILES: [CH3:1][CH:2]1[C:6](=O)[CH2:5][CH:4]([CH3:8])[O:3]1.CC([O-])=O.[Na+].[NH2:14][OH:15].Cl>CCO>[CH3:1][CH:2]1[C:6](=[N:14][OH:15])[CH2:5][CH:4]([CH3:8])[O:3]1 |f:1.2,3.4|. Reported procedure: To a solution of 2,5-dimethyldihydrofuran-3(2H)-one (20 g, 0.175 mol) and NaOAc (43 g, 0.526 mol) in EtOH (300 mL), NH2OH.HCl (15.8 g, 0.228 mol) was added portion in the mixture at 0° C. After addition, the reaction was stirred at rt for 3 h. Filtered, the filtrate was concentrated and the residue was dissolved in DCM, filtered, the filtrate was concentrated to give 2,5-dimethyldihydrofuran-3(2H)-one oxime. 1H NMR (ppm, 300 MHz, CDCl3) δ 3.7-4.9 (m, 2H), 2.0-3.0 (m, 2H), 1.2-1.4 (m, 6H).